Dataset: the Open Reaction Database (ORD), a public repository of structured organic reaction records. Task: describe an organic reaction: reactants, conditions, products, and yield Reactants: CC(=O)O, CCCC[SnH](CCCC)CCCC, C=CCOC(=O)Nc1cccc(-c2nc(C3CCOCC3)sc2-c2ccnc(Cl)n2)c1F, ClCCl, Cl[Pd]Cl, c1ccc(P(c2ccccc2)c2ccccc2)cc1, c1ccc(P(c2ccccc2)c2ccccc2)cc1. Product: Nc1cccc(-c2nc(C3CCOCC3)sc2-c2ccnc(Cl)n2)c1F. RXN SMILES: [C:33]([OH:34])(=[O:35])[CH3:36].[CH2:37]([SnH:38]([CH2:39][CH2:40][CH2:41][CH3:42])[CH2:43][CH2:44][CH2:45][CH3:46])[CH2:47][CH2:48][CH3:49].[Cl:1][c:2]1[n:3][cH:4][cH:5][c:6](-[c:8]2[c:9](-[c:19]3[c:20]([F:32])[c:21]([NH:25][C:26](=[O:27])[O:28][CH2:29][CH:30]=[CH2:31])[cH:22][cH:23][cH:24]3)[n:10][c:11]([CH:13]3[CH2:14][CH2:15][O:16][CH2:17][CH2:18]3)[s:12]2)[n:7]1.[Cl:50][CH2:51][Cl:52].[Pd:53]([Cl:54])[Cl:55].[c:56]1([P:57]([c:58]2[cH:59][cH:60][cH:61][cH:62][cH:63]2)[c:64]2[cH:65][cH:66][cH:67][cH:68][cH:69]2)[cH:70][cH:71][cH:72][cH:73][cH:74]1.[c:75]1([P:76]([c:77]2[cH:78][cH:79][cH:80][cH:81][cH:82]2)[c:83]2[cH:84][cH:85][cH:86][cH:87][cH:88]2)[cH:89][cH:90][cH:91][cH:92][cH:93]1>>[Cl:1][c:2]1[n:3][cH:4][cH:5][c:6](-[c:8]2[c:9](-[c:19]3[c:20]([F:32])[c:21]([NH2:25])[cH:22][cH:23][cH:24]3)[n:10][c:11]([CH:13]3[CH2:14][CH2:15][O:16][CH2:17][CH2:18]3)[s:12]2)[n:7]1. Starting materials: C(C1=CC=CC=C1)N (benzylamine), ClC=1C2=C(N=C(N1)C1=CC=NO1)SC(=C2)[N+](=O)[O-] (4-chloro-2-(isoxazol-5-yl)-6-nitro-thieno-[2,3-d]-pyrimidine). Yields the product O1N=CC=C1C=1N=C(C2=C(N1)SC(=C2)[N+](=O)[O-])NCC2=CC=CC=C2 (2-(isoxazol-5-yl)-4-benzylamino-6-nitro-thieno-[2,3-d]-pyrimidine). Reaction SMILES: [CH2:1]([NH2:8])[C:2]1[CH:7]=[CH:6][CH:5]=[CH:4][CH:3]=1.Cl[C:10]1[C:11]2[CH:23]=[C:22]([N+:24]([O-:26])=[O:25])[S:21][C:12]=2[N:13]=[C:14]([C:16]2[O:20][N:19]=[CH:18][CH:17]=2)[N:15]=1>>[O:20]1[C:16]([C:14]2[N:15]=[C:10]([NH:8][CH2:1][C:2]3[CH:7]=[CH:6][CH:5]=[CH:4][CH:3]=3)[C:11]3[CH:23]=[C:22]([N+:24]([O-:26])=[O:25])[S:21][C:12]=3[N:13]=2)=[CH:17][CH:18]=[N:19]1. Procedure: With the procedure of Example 1, the reaction of benzylamine with 4-chloro-2-(isoxazol-5-yl)-6-nitro-thieno-[2,3-d]-pyrimidine yields 2-(isoxazol-5-yl)-4-benzylamino-6-nitro-thieno-[2,3-d]-pyrimidine. The reactants are COC1=CC=C(C=C1)P1(SP(S1)(=S)C1=CC=C(C=C1)OC)=S (2,4-bis-(4-methoxyphenyl)-2,4-dithioxo-1,3,2,4-dithiadiphosphetane), CN1S(C2=C(C3=C1C(N(C(O3)=O)C3=NC=CC=C3)=O)C=CC=C2)(=O)=O (5-methyl-3-(2-pyridyl)-2H,5H-1,3-oxazino[5,6-c][1,2]benzothiazine-2,4-(3H)dione-6,6-dioxide). Run in C=1(C(=CC=CC1)C)C (xylene). Run at temperature 140 celsius. Yields the product CN1S(C2=C(C3=C1C(N(C(O3)=S)C3=NC=CC=C3)=O)C=CC=C2)(=O)=O (5-methyl-3-(2-pyridyl)-2H,5H-1,3-oxazino[5,6-c][1,2]benzothiazine-2(3H)thione-4-one-6,6-dioxide). RXN SMILES: COC1C=CC(P2(=S)SP(C3C=CC(OC)=CC=3)(=S)[S:10]2)=CC=1.[CH3:23][N:24]1[C:29]2[C:30](=[O:41])[N:31]([C:35]3[CH:40]=[CH:39][CH:38]=[CH:37][N:36]=3)[C:32](=O)[O:33][C:28]=2[C:27]2[CH:42]=[CH:43][CH:44]=[CH:45][C:26]=2[S:25]1(=[O:47])=[O:46]>C1(C)C(C)=CC=CC=1>[CH3:23][N:24]1[C:29]2[C:30](=[O:41])[N:31]([C:35]3[CH:40]=[CH:39][CH:38]=[CH:37][N:36]=3)[C:32](=[S:10])[O:33][C:28]=2[C:27]2[CH:42]=[CH:43][CH:44]=[CH:45][C:26]=2[S:25]1(=[O:47])=[O:46]. Procedure: 8.1 g (0.02 mols) of 2,4-bis-(4-methoxyphenyl)-2,4-dithioxo-1,3,2,4-dithiadiphosphetane and 3.6 g (0.01 mol) of 5-methyl-3-(2-pyridyl)-2H,5H-1,3-oxazino[5,6-c][1,2]benzothiazine-2,4-(3H)dione-6,6-dioxide in 80 ml of xylene are maintained under reflux at 140° C. for 36 hours. The mixture is subjected to chromatography over a column containing silica gel as the stationary phase by initially eluting with xylene and then with chloroform. 1.4 g (38%) of 5-methyl-3(2-pyridyl)-2H,5H-1,3-oxazino[5,6-c][...